Task: describe an organic reaction: reactants, conditions, products, and yield. Dataset: the Open Reaction Database (ORD), a public repository of structured organic reaction records The reactants are CC1=C(C(=O)O)C(=CC=C1)[N+](=O)[O-] (2-methyl-6-nitrobenzoic acid). Run in O1CCCC1 (tetrahydrofuran), C1CCOC1 (THF). Run at time 14 hour. The product is CC1=C(CO)C(=CC=C1)[N+](=O)[O-] (2-methyl-6-nitrobenzyl alcohol). Yield: 84.0%. Reaction SMILES: [CH3:1][C:2]1[CH:10]=[CH:9][CH:8]=[C:7]([N+:11]([O-:13])=[O:12])[C:3]=1[C:4](O)=[O:5]>O1CCCC1>[CH3:1][C:2]1[CH:10]=[CH:9][CH:8]=[C:7]([N+:11]([O-:13])=[O:12])[C:3]=1[CH2:4][OH:5]. Procedure details: To a 0° solution of 54.30 g (0.30 moles) of 2-methyl-6-nitrobenzoic acid in 500 ml of anhydrous tetrahydrofuran was added dropwise under a nitrogen atmosphere, 380 ml (0.38 moles) of a stock IM boran/THF solution at such a rate that the temperature did not exceed 5°. Upon complete addition, the ice bath was removed, the solution allowed to stir at room temperature for 14 hours, heated to reflux for 4 hrs. and then cooled to 0° in an ice bath. The reaction was quenched by the dropwise addition of... The reactants are COc1cc(CNC(=O)OCc2ccccc2)ccc1OCC(=O)O, CO, [H][H]. Yields the product COc1cc(CN)ccc1OCC(=O)O. As a reaction SMILES: [CH2:1]([O:2][C:3](=[O:4])[NH:11][CH2:12][c:13]1[cH:14][c:15]([O:24][CH3:25])[c:16]([O:17][CH2:18][C:19](=[O:20])[OH:21])[cH:22][cH:23]1)[c:5]1[cH:6][cH:7][cH:8][cH:9][cH:10]1.[CH3:28][OH:29].[H:26][H:27]>>[NH2:11][CH2:12][c:13]1[cH:14][c:15]([O:24][CH3:25])[c:16]([O:17][CH2:18][C:19](=[O:20])[OH:21])[cH:22][cH:23]1. Reactants: I(=O)(=O)(=O)[O-].[Na+] (Sodium periodate), FC(C(CC=1N(C=C(N1)CC(C(CO)O)(C)C)C(C1=CC=CC=C1)(C1=CC=CC=C1)C1=CC=CC=C1)(O)C1=CC=C(C=C1)C1=NC=C(C=C1)F)F (4-(2-{3,3-difluoro-2-[4-(5-fluoropyridin-2-yl)phenyl]-2-hydroxypropyl}-1-trityl-1H-imidazol-4-yl)-3,3-dimethylbutane-1,2-diol). The product is FC(C(CC=1N(C=C(N1)CC(C=O)(C)C)C(C1=CC=CC=C1)(C1=CC=CC=C1)C1=CC=CC=C1)(O)C1=CC=C(C=C1)C1=NC=C(C=C1)F)F (3-(2-{3,3-difluoro-2-[4-(5-fluoropyridin-2-yl)phenyl]-2-hydroxypropyl}-1-trityl-1H-imidazol-4-yl)-2,2-dimethylpropanal). Solvent: O1CCCC1.O (tetrahydrofuran water). Reported procedure: Sodium periodate was added to a solution of 4-(2-{3,3-difluoro-2-[4-(5-fluoropyridin-2-yl)phenyl]-2-hydroxypropyl}-1-trityl-1H-imidazol-4-yl)-3,3-dimethylbutane-1,2-diol (300 mg, 0.43 mmol) in tetrahydrofuran/water (2:1) (10 mL) at 0° C. After stirring at ambient temperature until complete (by LCMS), the reaction mixture was quenched with saturated aqueous sodium bicarbonate and extracted with methylene chloride. The combined organic extracts were dried (magnesium sulfate) and concentrated in va... Reaction SMILES: I([O-])(=O)(=O)=O.[Na+].[F:7][CH:8]([F:57])[C:9]([C:44]1[CH:49]=[CH:48][C:47]([C:50]2[CH:55]=[CH:54][C:53]([F:56])=[CH:52][N:51]=2)=[CH:46][CH:45]=1)([OH:43])[CH2:10][C:11]1[N:12]([C:24]([C:37]2[CH:42]=[CH:41][CH:40]=[CH:39][CH:38]=2)([C:31]2[CH:36]=[CH:35][CH:34]=[CH:33][CH:32]=2)[C:25]2[CH:30]=[CH:29][CH:28]=[CH:27][CH:26]=2)[CH:13]=[C:14]([CH2:16][C:17]([CH3:23])([CH3:22])[CH:18]([OH:21])CO)[N:15]=1>O1CCCC1.O>[F:57][CH:8]([F:7])[C:9]([C:44]1[CH:45]=[CH:46][C:47]([C:50]2[CH:55]=[CH:54][C:53]([F:56])=[CH:52][N:51]=2)=[CH:48][CH:49]=1)([OH:43])[CH2:10][C:11]1[N:12]([C:24]([C:31]2[CH:36]=[CH:35][CH:34]=[CH:33][CH:32]=2)([C:37]2[CH:42]=[CH:41][CH:40]=[CH:39][CH:38]=2)[C:25]2[CH:26]=[CH:27][CH:28]=[CH:29][CH:30]=2)[CH:13]=[C:14]([CH2:16][C:17]([CH3:23])([CH3:22])[CH:18]=[O:21])[N:15]=1 |f:0.1,3.4|. The reactants are CCO, CN(C)CCn1c(=O)c2ccc([N+](=O)[O-])cc2c2cnc3cc4c(cc3c21)OCO4, NN, O. The product is CN(C)CCn1c(=O)c2ccc(N)cc2c2cnc3cc4c(cc3c21)OCO4. As a reaction SMILES: [CH3:34][CH2:35][OH:36].[N+:1]([O-:2])(=[O:3])[c:4]1[cH:5][c:6]2[c:7]([c:8](=[O:28])[n:9]([CH2:23][CH2:24][N:25]([CH3:26])[CH3:27])[c:10]3[c:11]4[c:12]([n:13][cH:14][c:15]23)[cH:16][c:17]2[c:18]([cH:19]4)[O:20][CH2:21][O:22]2)[cH:29][cH:30]1.[NH2:32][NH2:33].[OH2:31]>>[NH2:1][c:4]1[cH:5][c:6]2[c:7]([c:8](=[O:28])[n:9]([CH2:23][CH2:24][N:25]([CH3:26])[CH3:27])[c:10]3[c:11]4[c:12]([n:13][cH:14][c:15]23)[cH:16][c:17]2[c:18]([cH:19]4)[O:20][CH2:21][O:22]2)[cH:29][cH:30]1. The reactants are CC=1C=C2C=3CCCC(C3NC2=CC1)=O (6-methyl-1,2,3,4-tetrahydrocarbazol-1-one), C1CO1 (ethyleneoxide), CN(C=O)C (dimethylformamide), [Cl-].[K+] (potassium chloride). Run in O (water). Run at temperature 50 celsius, time 20 hour. Yields the product CC=1C=C2C=3CCCC(C3N(C2=CC1)CCO)=O (6-methyl-9-(2-hydroxyethyl)-1,2,3,4-tetrahydrocarbazol-1-one). Reaction SMILES: [CH3:1][C:2]1[CH:3]=[C:4]2[C:12](=[CH:13][CH:14]=1)[NH:11][C:10]1[C:9](=[O:15])[CH2:8][CH2:7][CH2:6][C:5]2=1.CN(C)C=O.[Cl-].[K+].[CH2:23]1[O:25][CH2:24]1>O>[CH3:1][C:2]1[CH:3]=[C:4]2[C:12](=[CH:13][CH:14]=1)[N:11]([CH2:23][CH2:24][OH:25])[C:10]1[C:9](=[O:15])[CH2:8][CH2:7][CH2:6][C:5]2=1 |f:2.3|. Procedure: 199 g. (1mole) of 6-methyl-1,2,3,4-tetrahydrocarbazol-1-one dissolved in 2000 ml. of dimethylformamide are taken initially and 5.6 g. (0.1 mole) of potassium chloride dissolved in 200 ml. of water are added. Thereafter 66.1 g.=74.2 ml. (1.5 mole) of ethyleneoxide are added at room temperature and heated up to 50° C. within 30 minutes, a maximum pressure of 0.2 to 0.5 bar being generated. Stirring is done for 20 hours at 50° C., the solvent is distilled off in a vacuum and, the residue is stirred... Reactants: C1(=CC=C(C=C1)N(C(=O)C=1OC=CC1)C1CCN(CC1)CCC1(CCCCC1)CC(=O)O)C ([1-[2-[4-[N-(p-Tolyl)-2-furancarboxamido]-piperidin-1-yl]ethyl]cyclohexyl]acetic acid), CS(=O)(=O)N (methanesulfonamide), C1(CCCCC1)N=C=NC1CCCCC1 (1,3-dicyclohexylcarbodiimide). The reagents and catalysts are CN(C1=CC=NC=C1)C (4-dimethylaminopyridine). Solvent: ClCCl (dichloromethane). Run at time 4 day. Product: CS(=O)(=O)NC(=O)CC1(CCCCC1)CCN1CCC(CC1)N(C(=O)C=1OC=CC1)C1=CC=C(C=C1)C (N-[1-[2-[1-(1-Methanesulfonylcarbamoylmethyl)cyclohexyl]ethyl]piperidin-4-yl]-N-(p-tolyl)-2-furancarboxamide). Isolated yield 98.1%. RXN SMILES: [C:1]1([CH3:33])[CH:6]=[CH:5][C:4]([N:7]([CH:15]2[CH2:20][CH2:19][N:18]([CH2:21][CH2:22][C:23]3([CH2:29][C:30](O)=[O:31])[CH2:28][CH2:27][CH2:26][CH2:25][CH2:24]3)[CH2:17][CH2:16]2)[C:8]([C:10]2[O:11][CH:12]=[CH:13][CH:14]=2)=[O:9])=[CH:3][CH:2]=1.[CH3:34][S:35]([NH2:38])(=[O:37])=[O:36].C1(N=C=NC2CCCCC2)CCCCC1>CN(C)C1C=CN=CC=1.ClCCl>[CH3:34][S:35]([NH:38][C:30]([CH2:29][C:23]1([CH2:22][CH2:21][N:18]2[CH2:19][CH2:20][CH:15]([N:7]([C:4]3[CH:3]=[CH:2][C:1]([CH3:33])=[CH:6][CH:5]=3)[C:8]([C:10]3[O:11][CH:12]=[CH:13][CH:14]=3)=[O:9])[CH2:16][CH2:17]2)[CH2:28][CH2:27][CH2:26][CH2:25][CH2:24]1)=[O:31])(=[O:37])=[O:36]. Reported procedure: [1-[2-[4-[N-(p-Tolyl)-2-furancarboxamido]-piperidin-1-yl]ethyl]cyclohexyl]acetic acid (synthesized in Example 3B-1) (203 mg), methanesulfonamide (84 mg), 1,3-dicyclohexylcarbodiimide (101 mg) and 4-dimethylaminopyridine (59 mg) were dissolved in dichloromethane (5 mL). The solution was stirred at room temperature for 4 days. The reaction solution was concentrated under reduced pressure. The resulting residue was purified by chromatography [silica gel, dichloromethane-methanol (10:1)] to give the... Reactants: O=C1NC(OC2=C1C=C(C=C2)C(=O)Cl)C(Cl)(Cl)Cl (3,4-dihydro-4-oxo-2-trichloromethyl-2H-benzo[e]-[1,3]-oxazine-6-carbonyl chloride). Run in C(CCC)O (n-butanol). Yields the product O=C1NC(OC2=C1C=C(C=C2)C(=O)OCCCC)C(Cl)(Cl)Cl (butyl 3,4-dihydro-4-oxo-2-trichloromethyl-2H-benzo[e]-[1,3]-oxazine-6-carboxylate). As a reaction SMILES: [O:1]=[C:2]1[C:7]2[CH:8]=[C:9]([C:12](Cl)=[O:13])[CH:10]=[CH:11][C:6]=2[O:5][CH:4]([C:15]([Cl:18])([Cl:17])[Cl:16])[NH:3]1>C(O)CCC>[O:1]=[C:2]1[C:7]2[CH:8]=[C:9]([C:12]([O:1][CH2:2][CH2:7][CH2:6][CH3:11])=[O:13])[CH:10]=[CH:11][C:6]=2[O:5][CH:4]([C:15]([Cl:18])([Cl:17])[Cl:16])[NH:3]1. Reported procedure: A suspension of powdered 3,4-dihydro-4-oxo-2-trichloromethyl-2H-benzo[e]-[1,3]-oxazine-6-carbonyl chloride (5.0 g.) in n-butanol (100 ml.) was heated on a steam bath for 30 minutes. The solution was cooled to ambient temperature, and the solvent was evaporated under reduced pressure. The sticky solid residue was triturated with petroleum ether (b.p. 60°-80° C.), filtered, washed with petroleum ether and crystallised from n-butanol to give butyl 3,4-dihydro-4-oxo-2-trichloromethyl-2H-benzo[e]-[1,... Starting materials: IN1C(CCC1=O)=O (N-iodosuccinimide), ClC1=CC=C2C(=N1)NN=C2 (6-chloro-1H-pyrazolo[3,4-b]pyridine). Run in C(Cl)Cl (methylene chloride), C(C)#N (acetonitrile). The product is ClC1=CC=C2C(=N1)NN=C2I (6-chloro-3-iodo-1H-pyrazolo[3,4-b]pyridine). Isolated yield 96.3%. Reaction SMILES: [Cl:1][C:2]1[N:7]=[C:6]2[NH:8][N:9]=[CH:10][C:5]2=[CH:4][CH:3]=1.[I:11]N1C(=O)CCC1=O>C(Cl)Cl.C(#N)C>[Cl:1][C:2]1[N:7]=[C:6]2[NH:8][N:9]=[C:10]([I:11])[C:5]2=[CH:4][CH:3]=1. Procedure: A mixture of 6-chloro-1H-pyrazolo[3,4-b]pyridine (0.40 g, 2.6 mmol)(Ark Pharm Cat. No. AK-32412) and N-iodosuccinimide (0.64 g, 2.9 mmol) in methylene chloride (6 mL) and acetonitrile (3 mL) was stirred at 70° C. for 3 h. After cooling it was concentrated and the residue was treated with water. The precipitate was collected by filtration to afford the desired product (0.70 g). LCMS (M+H)+=279.9. The reactants are N(O)=C1SC(C(=N1)C)(C)C (2-oxo-4,5,5-trimethyl-3-thiazoline-oxime), C1(CC1)N=C=O (cyclopropyl isocyanate). The product is C1(CC1)NC(=O)ON=C1SC(C(=N1)C)(C)C (2-oxo-4,5,5-trimethyl-3-thiazoline-O-(cyclopropylcarbamoyl)-oxime). RXN SMILES: [N:1](=[C:3]1[N:7]=[C:6]([CH3:8])[C:5]([CH3:10])([CH3:9])[S:4]1)[OH:2].[CH:11]1([N:14]=[C:15]=[O:16])[CH2:13][CH2:12]1>>[CH:11]1([NH:14][C:15]([O:2][N:1]=[C:3]2[N:7]=[C:6]([CH3:8])[C:5]([CH3:10])([CH3:9])[S:4]2)=[O:16])[CH2:13][CH2:12]1. Procedure: 2-oxo-4,5,5-trimethyl-3-thiazoline-oxime was reacted with cyclopropyl isocyanate as described in Example 4 to yield 2-oxo-4,5,5-trimethyl-3-thiazoline-O-(cyclopropylcarbamoyl)-oxime, m.p. 86°-89° C.